From a dataset of the Open Reaction Database (ORD), a public repository of structured organic reaction records. describe an organic reaction: reactants, conditions, products, and yield Reactants: ClB(Cl)Cl, COc1ccc(OC)c2c1CC(C)(C)C2=O, ClCCl. The product is COc1ccc(O)c2c1CC(C)(C)C2=O. RXN SMILES: [B:17]([Cl:18])([Cl:19])[Cl:20].[CH3:1][C:2]1([CH3:16])[C:3](=[O:15])[c:4]2[c:5]([O:13][CH3:14])[cH:6][cH:7][c:8]([O:11][CH3:12])[c:9]2[CH2:10]1.[Cl:21][CH2:22][Cl:23]>>[CH3:1][C:2]1([CH3:16])[C:3](=[O:15])[c:4]2[c:5]([OH:13])[cH:6][cH:7][c:8]([O:11][CH3:12])[c:9]2[CH2:10]1. Reactants: N1(CCCC1)CCOC1=NC2=CC=CC=C2C(N1)=O (2-(pyrrolidin-1-yl)ethoxy-3,4-dihydroquinazolin-4-one), CN(C)C=O (DMF), C1(=CC=CC=C1)C (toluene). The solvent is S(=O)(Cl)Cl (thionyl chloride). Yields the product N1(CCCC1)CCOC1=NC2=CC=CC=C2C=N1 (2-(pyrrolidin-1-yl)ethoxyquinazoline). Yield: 83.5%. As a reaction SMILES: [N:1]1([CH2:6][CH2:7][O:8][C:9]2[NH:18][C:17](=O)[C:16]3[C:11](=[CH:12][CH:13]=[CH:14][CH:15]=3)[N:10]=2)[CH2:5][CH2:4][CH2:3][CH2:2]1.CN(C=O)C.C1(C)C=CC=CC=1>S(Cl)(Cl)=O>[N:1]1([CH2:6][CH2:7][O:8][C:9]2[N:18]=[CH:17][C:16]3[C:11](=[CH:12][CH:13]=[CH:14][CH:15]=3)[N:10]=2)[CH2:2][CH2:3][CH2:4][CH2:5]1. Procedure: A solution of 6-methoxy-7-(2-(pyrrolidin-1-yl)ethoxy-3,4-dihydroquinazolin-4-one (909 mg, 3.14 mmol) in thionyl chloride (12 ml) containing DMF (0.5 ml) was refluxed for I hour. After cooling toluene was added and the volatiles were removed by evaporation. The residue was partitioned between methylene chloride and water and the aqueous layer was adjusted to pH8 with sodium hydrogen carbonate. The organic layer was separated, washed with brine, dried (MgSO4), filtered and evaporated. The residue ... As a reaction SMILES: [CH2:1]([CH3:2])[O:3][c:4]1[nH:5][c:6](-[c:9]2[c:10]([NH:15][c:16]3[c:17]([F:23])[cH:18][c:19]([I:22])[cH:20][cH:21]3)[cH:11][n:12][cH:13][cH:14]2)[n:7][n:8]1.[ClH:24]>>[O:3]=[c:4]1[nH:5][c:6](-[c:9]2[c:10]([NH:15][c:16]3[c:17]([F:23])[cH:18][c:19]([I:22])[cH:20][cH:21]3)[cH:11][n:12][cH:13][cH:14]2)[n:7][nH:8]1. Starting materials: CCOc1nnc(-c2ccncc2Nc2ccc(I)cc2F)[nH]1, Cl. The product is O=c1[nH]nc(-c2ccncc2Nc2ccc(I)cc2F)[nH]1. Starting materials: C(C1=CC=CC=C1)O (Benzyl alcohol), OS(=O)(=O)O (H2SO4), [H-].[Na+] (sodium hydride), C(C(=C)C)#N (methacrylonitrile). Solvent: CCOCC (ether). Yields the product C(C1=CC=CC=C1)OCC(C#N)C (rac. 3-Benzyloxy-2-methylpropionitrile). RXN SMILES: [CH2:1]([OH:8])[C:2]1[CH:7]=[CH:6][CH:5]=[CH:4][CH:3]=1.[H-].[Na+].[C:11](#[N:15])[C:12]([CH3:14])=[CH2:13].OS(O)(=O)=O>CCOCC>[CH2:1]([O:8][CH2:13][CH:12]([CH3:14])[C:11]#[N:15])[C:2]1[CH:7]=[CH:6][CH:5]=[CH:4][CH:3]=1 |f:1.2|. Reported procedure: Benzyl alcohol (108 g.; 1 mole) was stirred and treated with 0.3 g. of 50% by weight sodium hydride in a mineral oil dispersion. To the resulting solution was added dropwise 415 ml. (335 g.; 5 moles) of methacrylonitrile over a 40 minute period, at room temperature. The reaction mixture was heated at 60°-65° C. for 5 hours then cooled, acidified with 1 N aqueous H2SO4 and diluted with ether. The ether solution was washed twice with saturated brine then dried, filtered and concentrated in vacuo. ... The reactants are C1(=CC=CC=C1)P(C1=CC=CC=C1)C1=CC=CC=C1 (triphenylphosphine), ClCCl (dichloromethane), ClC1=C(C=CC=C1)NC(C(C=O)(C)C)=O (N-(chlorophenyl)-2,2-dimethyl-3-oxopropanamide), C1(=CC=CC=C1)P(C1=CC=CC=C1)C1=CC=CC=C1 (triphenylphosphine), CCOCC (Ether), C(Br)(Br)(Br)Br (carbon tetrabromide), ClCCl (dichloromethane). Run at time 1 hour. Yields the product BrC(=CC(C(=O)NC1=CC=C(C=C1)Cl)(C)C)Br (4,4-Dibromo-N-(4-chlorophenyl)-2,2-dimethyl-3-butenamide). As a reaction SMILES: Cl[C:2]1[CH:7]=[CH:6][CH:5]=[CH:4][C:3]=1[NH:8][C:9](=[O:15])[C:10]([CH3:14])([CH3:13])[CH:11]=O.[C:16]([Br:20])(Br)(Br)[Br:17].C1(P(C2C=CC=CC=2)C2C=CC=CC=2)C=CC=CC=1.CCOCC.[Cl:45]CCl>>[Br:17][C:16]([Br:20])=[CH:11][C:10]([CH3:14])([CH3:13])[C:9]([NH:8][C:3]1[CH:4]=[CH:5][C:6]([Cl:45])=[CH:7][CH:2]=1)=[O:15]. Reported procedure: Using the procedure described by Corey and Fuchs, Tetrahedron Letters, p 3769, 1972, N-(chlorophenyl)-2,2-dimethyl-3-oxopropanamide (1 g), which was prepared as described in Example 9, and carbon tetrabromide (3 g) were dissolved in 75 mL of dichloromethane, the solution was cooled, and triphenylphosphine (4.6 g) in 20 mL of dichloromethane was added dropwise over 30 minutes. After the solution was stirred one hour, an additional 1 g of triphenylphosphine was added. Ether (100 mL) was then added... Product: C=Cc1ccc(-c2ccccc2F)cc1. Reactants: C#Cc1ccc(-c2ccccc2F)cc1, [H][H], [Pd], c1ccncc1. RXN SMILES: [C:1](#[CH:2])[c:3]1[cH:4][cH:5][c:6](-[c:9]2[c:10]([F:15])[cH:11][cH:12][cH:13][cH:14]2)[cH:7][cH:8]1.[H:16][H:17].[Pd:18].[cH:19]1[cH:20][cH:21][n:22][cH:23][cH:24]1>>[CH:1](=[CH2:2])[c:3]1[cH:4][cH:5][c:6](-[c:9]2[c:10]([F:15])[cH:11][cH:12][cH:13][cH:14]2)[cH:7][cH:8]1.